This data is from the Open Reaction Database (ORD), a public repository of structured organic reaction records. The task is: describe an organic reaction: reactants, conditions, products, and yield Starting materials: ClC=1C(=NC(=NC1)NC1=C(C=C(C(=C1)[N+](=O)[O-])N1CC(C1)N(C)C)OC)C1=CN(C2=CC=CC=C12)C (5-chloro-N-[4-(3-dimethylaminoazetidin-1-yl)-2-methoxy-5-nitrophenyl]-4-(1-methylindol-3-yl)pyrimidin-2-amine), ClC=1C(=NC(=NC1)NC1=C(C=C(C(=C1)[N+](=O)[O-])N1CC(C1)N(C)C)OC)C1=CN(C2=CC=CC=C12)C (5-chloro-N-[4-(3-dimethylaminoazetidin-1-yl)-2-methoxy-5-nitrophenyl]-4-(1-methylindol-3-yl)pyrimidin-2-amine), [NH4+].[Cl-] (NH4Cl). Reagents/catalysts: [Fe] (iron). The solvent is C(C)O (ethanol), O (water). Product: ClC=1C(=NC(=NC1)NC1=CC(=C(C=C1OC)N1CC(C1)N(C)C)N)C1=CN(C2=CC=CC=C12)C (N-[5-Chloro-4-(1-methylindol-3-yl)pyrimidin-2-yl]-4-(3-dimethylaminoazetidin-1-yl)-6-methoxybenzene-1,3-diamine). Isolated yield 98.3%. As a reaction SMILES: [Cl:1][C:2]1[C:3]([C:27]2[C:35]3[C:30](=[CH:31][CH:32]=[CH:33][CH:34]=3)[N:29]([CH3:36])[CH:28]=2)=[N:4][C:5]([NH:8][C:9]2[CH:14]=[C:13]([N+:15]([O-])=O)[C:12]([N:18]3[CH2:21][CH:20]([N:22]([CH3:24])[CH3:23])[CH2:19]3)=[CH:11][C:10]=2[O:25][CH3:26])=[N:6][CH:7]=1.[NH4+].[Cl-]>C(O)C.O.[Fe]>[Cl:1][C:2]1[C:3]([C:27]2[C:35]3[C:30](=[CH:31][CH:32]=[CH:33][CH:34]=3)[N:29]([CH3:36])[CH:28]=2)=[N:4][C:5]([NH:8][C:9]2[C:10]([O:25][CH3:26])=[CH:11][C:12]([N:18]3[CH2:19][CH:20]([N:22]([CH3:24])[CH3:23])[CH2:21]3)=[C:13]([NH2:15])[CH:14]=2)=[N:6][CH:7]=1 |f:1.2|. Reported procedure: A mixture of 5-chloro-N-[4-(3-dimethylaminoazetidin-1-yl)-2-methoxy-5-nitrophenyl]-4-(1-methylindol-3-yl)pyrimidin-2-amine (Intermediate 113, 285 mg, 0.56 mmol), iron (188 mg, 3.37 mmol) and NH4Cl (22.51 mg, 0.42 mmol) in ethanol (9 mL) and water (3 mL) was heated at reflux for 2 h. The mixture was then cooled and filtered through diatomaceous earth (Celite™). The filtrate was concentrated in vacuo and the resulting residue was dissolved in CH2Cl2. This solution was washed with brine, dried (MgS... Starting materials: CC1(CCOS(C)(=O)=O)Cn2cc([N+](=O)[O-])nc2O1, [H-], [Na+], CN(C)C=O, O=c1[nH]c2ccccc2o1. The product is CC1(CCn2c(=O)oc3ccccc32)Cn2cc([N+](=O)[O-])nc2O1. RXN SMILES: [CH3:13][S:14]([O:15][CH2:18][CH2:19][C:20]1([CH3:31])[CH2:21][n:22]2[c:23]([n:25][c:26]([N+:28](=[O:29])[O-:30])[cH:27]2)[O:24]1)(=[O:16])=[O:17].[H-:11].[Na+:12].[O:32]=[CH:33][N:34]([CH3:35])[CH3:36].[o:1]1[c:2](=[O:10])[nH:3][c:4]2[c:5]1[cH:6][cH:7][cH:8][cH:9]2>>[o:1]1[c:2](=[O:10])[n:3]([CH2:18][CH2:19][C:20]2([CH3:31])[CH2:21][n:22]3[c:23]([n:25][c:26]([N+:28](=[O:29])[O-:30])[cH:27]3)[O:24]2)[c:4]2[c:5]1[cH:6][cH:7][cH:8][cH:9]2. Reactants: C(C)OC(CN1C(C2C(C1=O)C=C(S2)Br)=O)=O ((2-bromo-4,6-dioxo-3a,4,6,6a-tetrahydro-thieno[2,3-c]pyrrol-5-yl)-acetic acid ethyl ester), COC1=CC=C(C=C1)B(O)O (4-methoxy-phenyl boronic acid), C([O-])([O-])=O.[Cs+].[Cs+] (cesium carbonate). The reagents and catalysts are C=1C=CC(=CC1)[P](C=2C=CC=CC2)(C=3C=CC=CC3)[Pd]([P](C=4C=CC=CC4)(C=5C=CC=CC5)C=6C=CC=CC6)([P](C=7C=CC=CC7)(C=8C=CC=CC8)C=9C=CC=CC9)[P](C=1C=CC=CC1)(C=1C=CC=CC1)C=1C=CC=CC1 (tetrakis(triphenylphosphine)palladium(0)). Solvent: COCCOC (ethylene glycol dimethyl ether), C(C)(=O)OCC (ethyl acetate). The product is C(C)OC(CN1C(C2C(C1=O)C=C(S2)C2=CC=C(C=C2)OC)=O)=O ([2-(4-Methoxy-phenyl)-4,6-dioxo-3a,4,6,6a-tetrahydro-thieno[2,3-c]pyrrol-5-yl]-acetic acid ethyl ester). As a reaction SMILES: [CH2:1]([O:3][C:4](=[O:17])[CH2:5][N:6]1[C:10](=[O:11])[CH:9]2[CH:12]=[C:13](Br)[S:14][CH:8]2[C:7]1=[O:16])[CH3:2].[CH3:18][O:19][C:20]1[CH:25]=[CH:24][C:23](B(O)O)=[CH:22][CH:21]=1.C(=O)([O-])[O-].[Cs+].[Cs+]>COCCOC.C(OCC)(=O)C.C1C=CC([P]([Pd]([P](C2C=CC=CC=2)(C2C=CC=CC=2)C2C=CC=CC=2)([P](C2C=CC=CC=2)(C2C=CC=CC=2)C2C=CC=CC=2)[P](C2C=CC=CC=2)(C2C=CC=CC=2)C2C=CC=CC=2)(C2C=CC=CC=2)C2C=CC=CC=2)=CC=1>[CH2:1]([O:3][C:4](=[O:17])[CH2:5][N:6]1[C:10](=[O:11])[CH:9]2[CH:12]=[C:13]([C:23]3[CH:24]=[CH:25][C:20]([O:19][CH3:18])=[CH:21][CH:22]=3)[S:14][CH:8]2[C:7]1=[O:16])[CH3:2] |f:2.3.4,^1:50,52,71,90|. Reported procedure: Under a nitrogen atmosphere, (2-bromo-4,6-dioxo-3a,4,6,6a-tetrahydro-thieno[2,3-c]pyrrol-5-yl)-acetic acid ethyl ester, example 1-d (431 mg, 1.35 mmol), 4-methoxy-phenyl boronic acid (309 mg, 2.0 mmol), cesium carbonate (1.10 g, 3.4 mmol), and tetrakis(triphenylphosphine)palladium(0) (157 mg, 0.14 mmol) were suspended in 8 mL of ethylene glycol dimethyl ether. The reaction mixture was heated at reflux temperature for 5 hours, cooled to room temperature, and diluted with ethyl acetate. The organi... Reactants: O=C([O-])[O-], CCOC(=O)C1(COS(=O)(=O)c2ccc(C)cc2)CCN(C(=O)c2ccc(OC)cc2)C1, CS(C)=O, [K+], [K+], N#Cc1ccc(-c2ccc(O)cc2)cc1. Product: CCOC(=O)C1(COc2ccc(-c3ccc(C#N)cc3)cc2)CCN(C(=O)c2ccc(OC)cc2)C1. RXN SMILES: [C:16](=[O:17])([O-:18])[O-:19].[CH2:22]([CH3:23])[O:24][C:25](=[O:26])[C:27]1([CH2:42][O:43][S:44]([c:45]2[cH:46][cH:47][c:48]([CH3:49])[cH:50][cH:51]2)(=[O:52])=[O:53])[CH2:28][N:29]([C:32]([c:33]2[cH:34][cH:35][c:36]([O:39][CH3:40])[cH:37][cH:38]2)=[O:41])[CH2:30][CH2:31]1.[CH3:54][S:55]([CH3:56])=[O:57].[K+:20].[K+:21].[OH:1][c:2]1[cH:3][cH:4][c:5](-[c:8]2[cH:9][cH:10][c:11]([C:14]#[N:15])[cH:12][cH:13]2)[cH:6][cH:7]1>>[O:1]([c:2]1[cH:3][cH:4][c:5](-[c:8]2[cH:9][cH:10][c:11]([C:14]#[N:15])[cH:12][cH:13]2)[cH:6][cH:7]1)[CH2:42][C:27]1([C:25]([O:24][CH2:22][CH3:23])=[O:26])[CH2:28][N:29]([C:32]([c:33]2[cH:34][cH:35][c:36]([O:39][CH3:40])[cH:37][cH:38]2)=[O:41])[CH2:30][CH2:31]1. Reactants: CC1CC(CC1)O (3-Methylcyclopentanol), C1(=CC=C(C=C1)S(=O)(=O)Cl)C (p-toluenesulfonyl chloride). Solvent: N1=CC=CC=C1 (pyridine). Product: C1(=CC=C(C=C1)S(=O)(=O)OC1CC(CC1)C)C (3-methylcyclopentyl p-toluenesulfonate). Isolated yield 92.5%. As a reaction SMILES: [CH3:1][CH:2]1[CH2:6][CH2:5][CH:4]([OH:7])[CH2:3]1.[C:8]1([CH3:18])[CH:13]=[CH:12][C:11]([S:14](Cl)(=[O:16])=[O:15])=[CH:10][CH:9]=1>N1C=CC=CC=1>[C:8]1([CH3:18])[CH:13]=[CH:12][C:11]([S:14]([O:7][CH:4]2[CH2:5][CH2:6][CH:2]([CH3:1])[CH2:3]2)(=[O:16])=[O:15])=[CH:10][CH:9]=1. Procedure details: 3-Methylcyclopentanol (5.0 g, 49.9 mmol) was reacted with p-toluenesulfonyl chloride in pyridine (50 ml) in the same procedure as in Reference Example 7 to obtain 3-methylcyclopentyl p-toluenesulfonate (11.7 g, 46.2 mmol, 92.5% yield). 1H-NMR Spectrum (CDCl3, TMS, ppm): δ0.93 and 1.00 (total 3H, each d, J=6.0 Hz), 1.20-2.30 (7H, m), 2.48 (3H, s), 4.97 (1H, m), 7.38 (1H, d, J=8.0 Hz), 7.85 (1H, d, J=8.0 Hz). Reactants: CC(=O)O, CCC(C)=O, Cc1ccc(C(=O)Nc2ccc(Oc3ccc4nc(NC(=O)C5CC5)cn4c3)c(F)c2)c(=O)n1-c1ccc(F)cc1, O. Yields the product CC(=O)O, Cc1ccc(C(=O)Nc2ccc(Oc3ccc4nc(NC(=O)C5CC5)cn4c3)c(F)c2)c(=O)n1-c1ccc(F)cc1. Reaction SMILES: [CH3:42][C:43]([OH:44])=[O:45].[CH3:46][C:47]([CH2:48][CH3:49])=[O:50].[CH:1]1([C:4](=[O:5])[NH:6][c:7]2[n:8][c:9]3[n:10]([cH:11][c:12]([O:15][c:16]4[c:17]([F:40])[cH:18][c:19]([NH:22][C:23](=[O:24])[c:25]5[c:26](=[O:39])[n:27](-[c:32]6[cH:33][cH:34][c:35]([F:38])[cH:36][cH:37]6)[c:28]([CH3:31])[cH:29][cH:30]5)[cH:20][cH:21]4)[cH:13][cH:14]3)[cH:41]2)[CH2:2][CH2:3]1.[OH2:51]>>[CH3:42][C:43](=[O:44])[OH:45].[CH:1]1([C:4](=[O:5])[NH:6][c:7]2[n:8][c:9]3[n:10]([cH:11][c:12]([O:15][c:16]4[c:17]([F:40])[cH:18][c:19]([NH:22][C:23](=[O:24])[c:25]5[c:26](=[O:39])[n:27](-[c:32]6[cH:33][cH:34][c:35]([F:38])[cH:36][cH:37]6)[c:28]([CH3:31])[cH:29][cH:30]5)[cH:20][cH:21]4)[cH:13][cH:14]3)[cH:41]2)[CH2:2][CH2:3]1. Conditions: temperature 60 celsius. Procedure details: In a pressure tube, 22 mg (0.0394 mmol) 3-[(3R,4S)-3-({(1R)-1-[3,5-bis(trifluoromethyl)phenyl]ethyl}oxy)-4-(4-fluorophenyl)pyrrolidin-1-yl]-2-[(dimethylamino)methyl]cyclopent-2-en-1-one (step A), and 0.025 mL (0.3939 mmol) iodomethane was dissolved in benzene (1 mL). The tube was sealed and heated in an oil bath for 2.5 hr at ˜60° C. The reaction mixture was cooled to RT, the tube was opened and the solvent removed under vacuum to afford the title compound as a yellow oil which was used in the n... Reaction SMILES: [F:1][C:2]([F:39])([F:38])[C:3]1[CH:4]=[C:5]([C@H:13]([O:15][C@@H:16]2[C@@H:20]([C:21]3[CH:26]=[CH:25][C:24]([F:27])=[CH:23][CH:22]=3)[CH2:19][N:18]([C:28]3[CH2:32][CH2:31][C:30](=[O:33])[C:29]=3[CH2:34][N:35]([CH3:37])[CH3:36])[CH2:17]2)[CH3:14])[CH:6]=[C:7]([C:9]([F:12])([F:11])[F:10])[CH:8]=1.[I:40][CH3:41]>C1C=CC=CC=1>[I-:40].[F:39][C:2]([F:1])([F:38])[C:3]1[CH:4]=[C:5]([C@H:13]([O:15][C@@H:16]2[C@@H:20]([C:21]3[CH:22]=[CH:23][C:24]([F:27])=[CH:25][CH:26]=3)[CH2:19][N:18]([C:28]3[CH2:32][CH2:31][C:30](=[O:33])[C:29]=3[CH2:34][N+:35]([CH3:41])([CH3:36])[CH3:37])[CH2:17]2)[CH3:14])[CH:6]=[C:7]([C:9]([F:10])([F:11])[F:12])[CH:8]=1 |f:3.4|. Run in C1=CC=CC=C1 (benzene). Reactants: FC(C=1C=C(C=C(C1)C(F)(F)F)[C@@H](C)O[C@H]1CN(C[C@@H]1C1=CC=C(C=C1)F)C1=C(C(CC1)=O)CN(C)C)(F)F (3-[(3R,4S)-3-({(1R)-1-[3,5-Bis(trifluoromethyl)phenyl]ethyl}oxy)-4-(4-fluorophenyl)pyrrolidin-1-yl]-2-[(dimethylamino)methyl]cyclopent-2-en-1-one), IC (iodomethane). The product is [I-].FC(C=1C=C(C=C(C1)C(F)(F)F)[C@@H](C)O[C@H]1CN(C[C@@H]1C1=CC=C(C=C1)F)C1=C(C(CC1)=O)C[N+](C)(C)C)(F)F ({2-[(3R,4S)-3-({(1R)-1-[3,5-Bis(trifluoromethyl)phenyl]ethyl}oxy)-4-(4-fluorophenyl)pyrrolidin-1-yl]-5-oxocyclopent-1-en-1-yl}-N,N,N-trimethylmethanaminium iodide). Reactants: [Li]CCCC (n-BuLi), CCCCCC (hexane), C(=O)C1=CC=2C(C3=CC=CC=C3C2C=C1)(CCCCCCCC)CCCCCCCC (2-formyl-9,9-dioctylfluorene). Reagents/catalysts: [Br-].C[P+](C1=CC=CC=C1)(C1=CC=CC=C1)C1=CC=CC=C1 (methyltriphenylphosphonium bromide). The solvent is CCOCC (ether). Conditions: temperature 0 celsius, time 40 minute. Yields the product C(=C)C1=CC=2C(C3=CC=CC=C3C2C=C1)(CCCCCCCC)CCCCCCCC (2-vinyl-9,9-dioctylfluorene). The yield is 49.0%. Reaction SMILES: [Li][CH2:2][CH2:3][CH2:4][CH3:5].CCCCCC.C(C1C=[CH:25][C:24]2[C:23]3[C:18](=[CH:19][CH:20]=[CH:21][CH:22]=3)[C:17]([CH2:35][CH2:36][CH2:37][CH2:38][CH2:39][CH2:40][CH2:41][CH3:42])([CH2:27][CH2:28][CH2:29][CH2:30][CH2:31][CH2:32][CH2:33][CH3:34])[C:16]=2[CH:15]=1)=O>[Br-].C[P+](C1C=CC=CC=1)(C1C=CC=CC=1)C1C=CC=CC=1.CCOCC>[CH:4]([C:3]1[CH:2]=[CH:25][C:24]2[C:23]3[C:18](=[CH:19][CH:20]=[CH:21][CH:22]=3)[C:17]([CH2:35][CH2:36][CH2:37][CH2:38][CH2:39][CH2:40][CH2:41][CH3:42])([CH2:27][CH2:28][CH2:29][CH2:30][CH2:31][CH2:32][CH2:33][CH3:34])[C:16]=2[CH:15]=1)=[CH2:5] |f:3.4|. Reported procedure: To a solution of methyltriphenylphosphonium bromide (714 mg, 2 mmol) in ether at 0° C. was added dropwise 1.6 M n-BuLi solution in hexane (1.25 mL, 2.00 mmol). The solution was stirred at 0° C. for 40 min and then was warmed to room temperature. A solution of 2-formyl-9,9-dioctylfluorene (585 mg, 1.4 mmol) was then added and reaction mixture was stirred overnight. The reaction mixture was quenched with 20 mL of 1% HCl. The mixture was extracted with ether and the organic layer was washed with Na... The reactants are COCCO, CCN(C(C)C)C(C)C, [Na+], [OH-], c1ccc(C2CCNCC2)cc1, N#CC(CCBr)(c1ccccc1)c1ccccc1. Yields the product N#CC(CCN1CCC(c2ccccc2)CC1)(c1ccccc1)c1ccccc1. Reaction SMILES: [CH3:42][O:43][CH2:44][CH2:45][OH:46].[CH:31]([N:32]([CH2:33][CH3:34])[CH:35]([CH3:36])[CH3:37])([CH3:38])[CH3:39].[Na+:41].[OH-:40].[c:19]1([CH:25]2[CH2:26][CH2:27][NH:28][CH2:29][CH2:30]2)[cH:20][cH:21][cH:22][cH:23][cH:24]1.[c:1]1([C:7]([C:8]#[N:9])([CH2:10][CH2:11][Br:12])[c:13]2[cH:14][cH:15][cH:16][cH:17][cH:18]2)[cH:2][cH:3][cH:4][cH:5][cH:6]1>>[c:1]1([C:7]([C:8]#[N:9])([CH2:10][CH2:11][N:28]2[CH2:27][CH2:26][CH:25]([c:19]3[cH:20][cH:21][cH:22][cH:23][cH:24]3)[CH2:30][CH2:29]2)[c:13]2[cH:14][cH:15][cH:16][cH:17][cH:18]2)[cH:2][cH:3][cH:4][cH:5][cH:6]1.